From a dataset of the Open Reaction Database (ORD), a public repository of structured organic reaction records. describe an organic reaction: reactants, conditions, products, and yield The reactants are S(=O)(=O)(Cl)Cl (Sulphuryl chloride), ClC=1C=C(CN2C(C3(C4=CC=CC=C24)NC(NC3=O)=O)=O)C=CC1Cl (1'-(3,4-dichlorobenzyl)-spiro[imidazolidine-4,3'-indoline]-2,2',5-trione), O (water). The solvent is C(C)(=O)O (acetic acid). Conditions: time 40 minute. Product: ClC=1C=C2C3(C(N(C2=CC1)CC1=CC(=C(C=C1)Cl)Cl)=O)NC(NC3=O)=O (5'-chloro-1'-(3,4-dichlorobenzyl)-spiro[imidazolidine-4,3'-indoline]-2,2',5-trione). RXN SMILES: S(Cl)([Cl:4])(=O)=O.[Cl:6][C:7]1[CH:8]=[C:9]([CH:27]=[CH:28][C:29]=1[Cl:30])[CH2:10][N:11]1[C:19]2[C:14](=[CH:15][CH:16]=[CH:17][CH:18]=2)[C:13]2([C:23](=[O:24])[NH:22][C:21](=[O:25])[NH:20]2)[C:12]1=[O:26].O>C(O)(=O)C>[Cl:4][C:16]1[CH:15]=[C:14]2[C:19](=[CH:18][CH:17]=1)[N:11]([CH2:10][C:9]1[CH:27]=[CH:28][C:29]([Cl:30])=[C:7]([Cl:6])[CH:8]=1)[C:12](=[O:26])[C:13]12[C:23](=[O:24])[NH:22][C:21](=[O:25])[NH:20]1. Procedure details: Sulphuryl chloride (16.0 ml.) was added during 10 minutes to a stirred mixture of 1'-(3,4-dichlorobenzyl)-spiro[imidazolidine-4,3'-indoline]-2,2',5-trione (28.2 g.) in acetic acid (400 ml.). The mixture obtained was then stirred at 60°-65° C. for 40 minutes. The clear solution which formed was poured into water (3 l.). The solid which was precipitated was collected by filtration, washed with water and air-dried. Recrystallisation of the crude solid thus obtained from aqueous propan-2-ol gave 5'-...